From a dataset of the Open Reaction Database (ORD), a public repository of structured organic reaction records. describe an organic reaction: reactants, conditions, products, and yield Starting materials: Cl (hydrochloric acid), Cl.C(C)(=O)OC=1C=C(C=C(C1)OC(C)=O)C(CN(CCCN1C=NC=2N(C(N(C)C(C12)=O)=O)C)CC1=CC=CC=C1)=O (7-{3-[2-(3,5-Diacetoxyphenyl)-2-oxo-ethyl-benzylamino]-propyl}-theophylline-hydrochloride), diacetyl. The solvent is CO (methanol). Conditions: time 1 hour. Yields the product Cl.OC=1C=C(C=C(C1)O)C(CN(CCCN1C=NC=2N(C(N(C)C(C12)=O)=O)C)CC1=CC=CC=C1)=O (7-{3-[2-(3,5-Dihydroxyphenyl)-2-oxo-ethyl-benzyl-amino]-propyl}-theophylline-hydrochloride). As a reaction SMILES: [ClH:1].C([O:5][C:6]1[CH:7]=[C:8]([C:16](=[O:42])[CH2:17][N:18]([CH2:35][C:36]2[CH:41]=[CH:40][CH:39]=[CH:38][CH:37]=2)[CH2:19][CH2:20][CH2:21][N:22]2[C:31]3[C:30](=[O:32])[N:28]([CH3:29])[C:27](=[O:33])[N:26]([CH3:34])[C:25]=3[N:24]=[CH:23]2)[CH:9]=[C:10]([O:12]C(=O)C)[CH:11]=1)(=O)C.Cl>CO>[ClH:1].[OH:5][C:6]1[CH:7]=[C:8]([C:16](=[O:42])[CH2:17][N:18]([CH2:35][C:36]2[CH:37]=[CH:38][CH:39]=[CH:40][CH:41]=2)[CH2:19][CH2:20][CH2:21][N:22]2[C:31]3[C:30](=[O:32])[N:28]([CH3:29])[C:27](=[O:33])[N:26]([CH3:34])[C:25]=3[N:24]=[CH:23]2)[CH:9]=[C:10]([OH:12])[CH:11]=1 |f:0.1,4.5|. Procedure details: The wet product of step (b) containing 12.8 kg of diacetyl compound was added to 25.6 liters of methanol and 12.8 liters of 10% hydrochloric acid. The mixture was boiled for one hour at reflux, treated with some activated carbon and kieselguhr, filtered and allowed to cool. On the next day it was centrifuged, washed with water and dried. Starting materials: C1CCOC1, CI, CC(=O)O, CC(=O)C1CC1, CCOC(=O)c1ncn2c1c(=O)n(C(C)C)c1ccccc12, [H-], [Na+]. The product is CC(C(=O)c1ncn2c1c(=O)n(C(C)C)c1ccccc12)C(=O)C1CC1. As a reaction SMILES: [CH2:33]1[O:34][CH2:35][CH2:36][CH2:37]1.[CH3:31][I:32].[CH3:38][C:39](=[O:40])[OH:41].[CH3:3][C:4](=[O:5])[CH:6]1[CH2:7][CH2:8]1.[CH:9]([CH3:10])([CH3:11])[n:12]1[c:13](=[O:30])[c:14]2[n:15]([c:16]3[cH:17][cH:18][cH:19][cH:20][c:21]13)[cH:22][n:23][c:24]2[C:25](=[O:26])[O:27][CH2:28][CH3:29].[H-:1].[Na+:2]>>[CH:3]([C:4](=[O:5])[CH:6]1[CH2:7][CH2:8]1)([C:25]([c:24]1[c:14]2[c:13](=[O:30])[n:12]([CH:9]([CH3:10])[CH3:11])[c:21]3[c:16]([n:15]2[cH:22][n:23]1)[cH:17][cH:18][cH:19][cH:20]3)=[O:26])[CH3:31].